This data is from the Open Reaction Database (ORD), a public repository of structured organic reaction records. The task is: describe an organic reaction: reactants, conditions, products, and yield Starting materials: C(C)OC(C(C1=CC=CC=C1)(F)F)=O (difluoro-phenyl-acetic acid ethyl ester), [BH4-].[Na+] (sodium borohydride), Cl (HCl). Solvent: C(C)O (ethanol). Conditions: time 2.5 hour. Product: FC(CO)(C1=CC=CC=C1)F (2,2-difluoro-2-phenyl-ethanol). The yield is 86.0%. As a reaction SMILES: C([O:3][C:4](=O)[C:5]([F:13])([F:12])[C:6]1[CH:11]=[CH:10][CH:9]=[CH:8][CH:7]=1)C.[BH4-].[Na+].Cl>C(O)C>[F:12][C:5]([F:13])([C:6]1[CH:7]=[CH:8][CH:9]=[CH:10][CH:11]=1)[CH2:4][OH:3] |f:1.2|. Procedure details: To a solution of difluoro-phenyl-acetic acid ethyl ester (5.0 g, 25.0 mmol) in ethanol (150 mL) was added sodium borohydride (1.37 g, 36 mmol) at rt. The mixture was stirred for 2.5 h at room temperature. HCl aqueous (1N) was added and the resulting mixture was extracted with dichloromethane. The organic layer was dried over anhydrous sodium sulfate and concentrated to obtain the product 2,2-difluoro-2-phenyl-ethanol (3.4 g, 86.1%), which was used to the next step without further purification. Starting materials: C[Si](C)(C)C=[N+]=[N-] ((trimethylsilyl)diazomethane), BrC=1C=C(C=NC1)CC(=O)O ((5-bromo-3-pyridinyl)acetic acid). Solvent: C(C)OCC (diethyl ether), C(C)OCC (diethyl ether), CO (methanol). Yields the product COC(CC=1C=NC=C(C1)Br)=O (methyl(5-bromo-3-pyridinyl)acetate). RXN SMILES: [Br:1][C:2]1[CH:3]=[C:4]([CH2:8][C:9]([OH:11])=[O:10])[CH:5]=[N:6][CH:7]=1.[CH3:12][Si](C=[N+]=[N-])(C)C>C(OCC)C.CO>[CH3:12][O:10][C:9](=[O:11])[CH2:8][C:4]1[CH:5]=[N:6][CH:7]=[C:2]([Br:1])[CH:3]=1. Procedure: To a cooled (0° C.) solution of (5-bromo-3-pyridinyl)acetic acid (1.00 g, 4.63 mmol) in diethyl ether (17 mL) and methanol (11 mL) was added a solution of (trimethylsilyl)diazomethane in diethyl ether (2.0 M, 4.6 ml, 9.3 mmol). The reaction was warmed to room temperature and then quenched by the dropwise addition of acetic acid. Once gas evolution ceased, the solution was concentrated under reduced pressure. The resulting material was diluted with ethyl acetate and washed with water and saturate... Reactants: ClC(Cl)Cl, Clc1ccc2c(c1)CCN2, O=[N+]([O-])c1ccccc1F, O. Product: O=[N+]([O-])c1ccccc1N1CCc2cc(Cl)ccc21. Reaction SMILES: [CH:21]([Cl:22])([Cl:23])[Cl:24].[Cl:11][c:12]1[cH:13][c:14]2[c:18]([cH:19][cH:20]1)[NH:17][CH2:16][CH2:15]2.[F:1][c:2]1[c:3]([N+:8](=[O:9])[O-:10])[cH:4][cH:5][cH:6][cH:7]1.[OH2:25]>>[c:2]1([N:17]2[CH2:16][CH2:15][c:14]3[cH:13][c:12]([Cl:11])[cH:20][cH:19][c:18]32)[c:3]([N+:8](=[O:9])[O-:10])[cH:4][cH:5][cH:6][cH:7]1.